This data is from the Open Reaction Database (ORD), a public repository of structured organic reaction records. The task is: describe an organic reaction: reactants, conditions, products, and yield Reactants: CCO, O=C1NN=C(c2cccc([N+](=O)[O-])c2)C2CC12, NN, O. Product: Nc1cccc(C2=NNC(=O)C3CC23)c1. RXN SMILES: [CH3:21][CH2:22][OH:23].[N+:4]([O-:5])(=[O:6])[c:7]1[cH:8][c:9]([C:13]2=[N:19][NH:18][C:17](=[O:20])[CH:16]3[CH:14]2[CH2:15]3)[cH:10][cH:11][cH:12]1.[NH2:2][NH2:3].[OH2:1]>>[NH2:4][c:7]1[cH:8][c:9]([C:13]2=[N:19][NH:18][C:17](=[O:20])[CH:16]3[CH:14]2[CH2:15]3)[cH:10][cH:11][cH:12]1. Reactants: CC(=O)O[BH-](OC(C)=O)OC(C)=O, O=C([O-])O, COc1cc(C=O)cc2c1OCCO2, CC(=O)O, ClC(Cl)Cl, COc1ccc2ncc(=O)n(CCN3CCC(N)CC3)c2c1, [Na+], [Na+]. Yields the product COc1ccc2ncc(=O)n(CCN3CCC(NCc4cc(OC)c5c(c4)OCCO5)CC3)c2c1. Reaction SMILES: [C:37]([O:38][BH-:39]([O:40][C:41](=[O:42])[CH3:43])[O:44][C:45](=[O:46])[CH3:47])(=[O:48])[CH3:49].[C:51](=[O:52])([O-:53])[OH:54].[CH3:23][O:24][c:25]1[cH:26][c:27]([CH:35]=[O:36])[cH:28][c:29]2[c:30]1[O:31][CH2:32][CH2:33][O:34]2.[CH3:56][C:57](=[O:58])[OH:59].[CH:60]([Cl:61])([Cl:62])[Cl:63].[NH2:1][CH:2]1[CH2:3][CH2:4][N:5]([CH2:8][CH2:9][n:10]2[c:11](=[O:22])[cH:12][n:13][c:14]3[cH:15][cH:16][c:17]([O:20][CH3:21])[cH:18][c:19]23)[CH2:6][CH2:7]1.[Na+:50].[Na+:55]>>[NH:1]([CH:2]1[CH2:3][CH2:4][N:5]([CH2:8][CH2:9][n:10]2[c:11](=[O:22])[cH:12][n:13][c:14]3[cH:15][cH:16][c:17]([O:20][CH3:21])[cH:18][c:19]23)[CH2:6][CH2:7]1)[CH2:35][c:27]1[cH:26][c:25]([O:24][CH3:23])[c:30]2[c:29]([cH:28]1)[O:34][CH2:33][CH2:32][O:31]2. Reactants: CC(C)(C)OC(=O)NC(Cc1ccc(OC(C)(C)C)cc1)C(=O)O, CN(C)C=O, CCN(C(C)C)C(C)C, c1ccc(-c2cnc(C3CCCCN3)o2)cc1. Product: CC(C)(C)OC(=O)NC(Cc1ccc(OC(C)(C)C)cc1)C(=O)N1CCCCC1c1ncc(-c2ccccc2)o1. RXN SMILES: [C:18]([CH3:19])([CH3:20])([CH3:21])[O:22][C:23](=[O:24])[NH:25][CH:26]([C:27](=[O:28])[OH:29])[CH2:30][c:31]1[cH:32][cH:33][c:34]([O:37][C:38]([CH3:39])([CH3:40])[CH3:41])[cH:35][cH:36]1.[CH3:51][N:52]([CH3:53])[CH:54]=[O:55].[CH:42]([N:43]([CH:44]([CH3:45])[CH3:46])[CH2:47][CH3:48])([CH3:49])[CH3:50].[c:1]1(-[c:7]2[cH:8][n:9][c:10]([CH:12]3[NH:13][CH2:14][CH2:15][CH2:16][CH2:17]3)[o:11]2)[cH:2][cH:3][cH:4][cH:5][cH:6]1>>[c:1]1(-[c:7]2[cH:8][n:9][c:10]([CH:12]3[N:13]([C:27]([CH:26]([NH:25][C:23]([O:22][C:18]([CH3:19])([CH3:20])[CH3:21])=[O:24])[CH2:30][c:31]4[cH:32][cH:33][c:34]([O:37][C:38]([CH3:39])([CH3:40])[CH3:41])[cH:35][cH:36]4)=[O:28])[CH2:14][CH2:15][CH2:16][CH2:17]3)[o:11]2)[cH:2][cH:3][cH:4][cH:5][cH:6]1.